Dataset: the Open Reaction Database (ORD), a public repository of structured organic reaction records. Task: describe an organic reaction: reactants, conditions, products, and yield The reactants are C1(CC1)NC1CCN(CC1)C1=NC(=NO1)C1=CC=CC=C1 (cyclopropyl-[1-(3-phenyl-[1,2,4]oxadiazol-5-yl)-piperidin-4-yl]amine), F[B-](F)(F)F.N1(N=NC2=C1C=CC=C2)OC(=[N+](C)C)N(C)C (2-(1H-Benzotriazol-1-yl)-1,1,3,3-tetramethyluronium tetrafluoroborate), C(C)N(C(C)C)C(C)C (ethyldiisopropylamine), N1(C=NC=C1)C1=NC=C(C=N1)C(=O)O (2-imidazol-1-yl-pyrimidine-5-carboxylic acid). The solvent is CN(C=O)C (N,N-dimethylformamide). Reaction conditions: time 10 minute. Yields the product C1(CC1)N(C(=O)C=1C=NC(=NC1)N1C=NC=C1)C1CCN(CC1)C1=NC(=NO1)C1=CC=CC=C1 (2-Imidazol-1-yl-pyrimidine-5-carboxylic acid cyclopropyl-[1-(3-phenyl-[1,2,4]oxadiazol-5-yl)-piperidin-4-yl]-amide). RXN SMILES: F[B-](F)(F)F.N1(OC(N(C)C)=[N+](C)C)C2C=CC=CC=2N=N1.C(N(C(C)C)C(C)C)C.[N:32]1([C:37]2[N:42]=[CH:41][C:40]([C:43]([OH:45])=O)=[CH:39][N:38]=2)[CH:36]=[CH:35][N:34]=[CH:33]1.[CH:46]1([NH:49][CH:50]2[CH2:55][CH2:54][N:53]([C:56]3[O:60][N:59]=[C:58]([C:61]4[CH:66]=[CH:65][CH:64]=[CH:63][CH:62]=4)[N:57]=3)[CH2:52][CH2:51]2)[CH2:48][CH2:47]1>CN(C)C=O>[CH:46]1([N:49]([CH:50]2[CH2:51][CH2:52][N:53]([C:56]3[O:60][N:59]=[C:58]([C:61]4[CH:66]=[CH:65][CH:64]=[CH:63][CH:62]=4)[N:57]=3)[CH2:54][CH2:55]2)[C:43]([C:40]2[CH:41]=[N:42][C:37]([N:32]3[CH:36]=[CH:35][N:34]=[CH:33]3)=[N:38][CH:39]=2)=[O:45])[CH2:48][CH2:47]1 |f:0.1|. Procedure: 2-(1H-Benzotriazol-1-yl)-1,1,3,3-tetramethyluronium tetrafluoroborate (75 mg) and ethyldiisopropylamine (74 μL) are added to a solution of 2-imidazol-1-yl-pyrimidine-5-carboxylic acid (40 mg) in N,N-dimethylformamide (5 mL) at room temperature. The solution is stirred for 10 min prior to the addition of cyclopropyl-[1-(3-phenyl-[1,2,4]oxadiazol-5-yl)-piperidin-4-yl]amine (60 mg). The resulting mixture is stirred at 60° C. for 3 h, cooled to room temperature over night, and concentrated in vacuo.... The reactants are C(C)(C)(C)OC(NC1=CC(=C(C=C1)I)Cl)=O ((3-chloro-4-iodo-phenyl)-carbamic acid tert-butyl ester), CN(CC#C)C (1-dimethylamino-2-propyne), cuprous iodide. Reagents/catalysts: Cl[Pd]([P](C1=CC=CC=C1)(C2=CC=CC=C2)C3=CC=CC=C3)([P](C4=CC=CC=C4)(C5=CC=CC=C5)C6=CC=CC=C6)Cl (bis(triphenyl-phosphine)palladium(II) chloride). Solvent: C(C)N(CC)CC (triethylamine). Conditions: time 6 hour. Product: C(C)(C)(C)OC(NC1=CC(=C(C=C1)C#CCN(C)C)Cl)=O ([3-Chloro-4-(3-dimethylamino-prop-1-ynyl)-phenyl]-carbamic Acid tert-Butyl Ester). RXN SMILES: [C:1]([O:5][C:6](=[O:16])[NH:7][C:8]1[CH:13]=[CH:12][C:11](I)=[C:10]([Cl:15])[CH:9]=1)([CH3:4])([CH3:3])[CH3:2].[CH3:17][N:18]([CH3:22])[CH2:19][C:20]#[CH:21]>C(N(CC)CC)C.Cl[Pd](Cl)([P](C1C=CC=CC=1)(C1C=CC=CC=1)C1C=CC=CC=1)[P](C1C=CC=CC=1)(C1C=CC=CC=1)C1C=CC=CC=1>[C:1]([O:5][C:6](=[O:16])[NH:7][C:8]1[CH:13]=[CH:12][C:11]([C:21]#[C:20][CH2:19][N:18]([CH3:22])[CH3:17])=[C:10]([Cl:15])[CH:9]=1)([CH3:4])([CH3:3])[CH3:2] |^1:32,51|. Procedure: To a deoxygenated solution of (3-chloro-4-iodo-phenyl)-carbamic acid tert-butyl ester (10.0 g) in triethylamine (120 ml) is added 1-dimethylamino-2-propyne (2.82 g), bis(triphenyl-phosphine)palladium(II) chloride (0.4 g), and cuprous iodide (0.054 g). The mixture is stirred at room temperature under an atmosphere of argon for approximately 6 hours and is then heated briefly (ca. 10 minutes) to 60° C. The reaction mixture is then cooled, filtered through diatomaceous earth, and the solvent is rem... Product: ClC1=CC=C(CN2C(=NC=3N(C(N(C(C23)=O)CCO)=O)C)OC2=CC(=CC=C2)C(F)(F)F)C=C1 (7-(4-chlorobenzyl)-1-(2-hydroxyethyl)-3-methyl-8-(3-(trifluoromethyl)phenoxy)-1H-purine-2,6(3H,7H)-dione). RXN SMILES: [Cl:1][C:2]1[CH:31]=[CH:30][C:5]([CH2:6][N:7]2[C:15]3[C:14](=[O:16])[NH:13][C:12](=[O:17])[N:11]([CH3:18])[C:10]=3[N:9]=[C:8]2[O:19][C:20]2[CH:25]=[CH:24][CH:23]=[C:22]([C:26]([F:29])([F:28])[F:27])[CH:21]=2)=[CH:4][CH:3]=1.Br[CH2:33][CH2:34][OH:35].C(=O)([O-])[O-].[Cs+].[Cs+]>CN(C=O)C.C(OCC)(=O)C>[Cl:1][C:2]1[CH:3]=[CH:4][C:5]([CH2:6][N:7]2[C:15]3[C:14](=[O:16])[N:13]([CH2:33][CH2:34][OH:35])[C:12](=[O:17])[N:11]([CH3:18])[C:10]=3[N:9]=[C:8]2[O:19][C:20]2[CH:25]=[CH:24][CH:23]=[C:22]([C:26]([F:29])([F:27])[F:28])[CH:21]=2)=[CH:30][CH:31]=1 |f:2.3.4|. Starting materials: ClC1=CC=C(CN2C(=NC=3N(C(NC(C23)=O)=O)C)OC2=CC(=CC=C2)C(F)(F)F)C=C1 (7-(4-chlorobenzyl)-3-methyl-8-(3-(trifluoromethyl)phenoxy)-1H-purine-2,6(3H,7H)-dione), BrCCO (2-bromoethanol), C([O-])([O-])=O.[Cs+].[Cs+] (cesium carbonate). Run in CN(C)C=O (DMF), C(C)(=O)OCC (ethyl acetate). Reported procedure: To a solution of 7-(4-chlorobenzyl)-3-methyl-8-(3-(trifluoromethyl)phenoxy)-1H-purine-2,6(3H,7H)-dione (60 mg, 0.133 mmol, example 1) in DMF (1 mL) was added 2-bromoethanol (16.5 mg, 0.133 mmol) and cesium carbonate (86.6 mg, 0.266 mmol). The resulting mixture was subjected to microwave irradiation at 120 for 20 min in a sealed tube. The mixture was diluted with ethyl acetate (5 mL) and extracted with saturated aqueous ammonium chloride solution. The organic phase was dried and concentrated to g... Isolated yield 28.9%. Starting materials: [OH-].[Na+] (sodium hydroxide), FC=1C=C(C=CC1F)[C@H]1[C@@H](C1)C(=O)OCC (ethyl (1R,2R)-2-(3,4-difluorophenyl)-1-cyclopropanecarboxylate). Solvent: CO (Methanol). Run at temperature 65 celsius, time 2 hour. Yields the product FC=1C=C(C=CC1F)[C@H]1[C@@H](C1)C(=O)O ((1R,2R)-2-(3,4-difluorophenyl)-1-cyclopropanecarboxylic acid). Yield: 98.0%. RXN SMILES: [OH-].[Na+].[F:3][C:4]1[CH:5]=[C:6]([C@@H:11]2[CH2:13][C@H:12]2[C:14]([O:16]CC)=[O:15])[CH:7]=[CH:8][C:9]=1[F:10]>CO>[F:3][C:4]1[CH:5]=[C:6]([C@@H:11]2[CH2:13][C@H:12]2[C:14]([OH:16])=[O:15])[CH:7]=[CH:8][C:9]=1[F:10] |f:0.1|. Reported procedure: Methanol (322.2 g) and 30% sodium hydroxide aqueous solution (65.5 g, 1.8 molar equivalents) were added to a solution of ethyl (1R,2R)-2-(3,4-difluorophenyl)-1-cyclopropanecarboxylate (48.2 wt % toluene solution, net 61.22 g, 270.6 mmol). The mixture was heated at 65° C. with stirring for 2 hours. The resultant mixture was concentrated under reduced pressure, then toluene and water were added to the concentrate. The mixture was acidified with 35% hydrochloric acid. The organic layer was separate... Reactants: ( 1 ), C(C=C)Br (Allyl bromide), FC1=C(C=C(C(=C1)N1N=C(N=C1)C)OC)NC(=S)N (1-(2-fluoro-5-methoxy-4-(3-methyl-1H-1,2,4-triazol-1-yl)phenyl)thiourea). The solvent is C(C)O (ethanol). Conditions: temperature 70 celsius. Product: Br.FC1=C(C=C(C(=C1)N1N=C(N=C1)C)OC)NC(=N)SCC=C (allyl 2-fluoro-5-methoxy-4-(3-methyl-1H-1,2,4-triazol-1-yl)phenylcarbamimidothioate, hydrobromide). Yield: 101.4%. RXN SMILES: [CH2:1]([Br:4])[CH:2]=[CH2:3].[F:5][C:6]1[CH:11]=[C:10]([N:12]2[CH:16]=[N:15][C:14]([CH3:17])=[N:13]2)[C:9]([O:18][CH3:19])=[CH:8][C:7]=1[NH:20][C:21]([NH2:23])=[S:22]>C(O)C>[BrH:4].[F:5][C:6]1[CH:11]=[C:10]([N:12]2[CH:16]=[N:15][C:14]([CH3:17])=[N:13]2)[C:9]([O:18][CH3:19])=[CH:8][C:7]=1[NH:20][C:21]([S:22][CH2:3][CH:2]=[CH2:1])=[NH:23] |f:3.4|. Procedure: Step U (1): Allyl bromide (0.308 mL, 3.55 mmol) was added to a solution of 1-(2-fluoro-5-methoxy-4-(3-methyl-1H-1,2,4-triazol-1-yl)phenyl)thiourea (1.0 g, 3.55 mmol, from Preparation B, Step B(4)) in absolute ethanol (25 mL). The resulting mixture was heated at 70° C. for 2 h. After cooling to rt, the reaction was concentrated in vacuo. The residual volatiles were removed under high vacuum to afford allyl 2-fluoro-5-methoxy-4-(3-methyl-1H-1,2,4-triazol-1-yl)phenylcarbamimidothioate, hydrobromide...